This data is from the Open Reaction Database (ORD), a public repository of structured organic reaction records. The task is: describe an organic reaction: reactants, conditions, products, and yield Reaction SMILES: [Br:1]Br.[F:3][C:4]1[CH:5]=[C:6]2[C:11](=[CH:12][CH:13]=1)[C:10](=[O:14])[N:9]([CH3:15])[CH:8]=[CH:7]2>C(O)(=O)C>[Br:1][C:7]1[C:6]2[C:11](=[CH:12][CH:13]=[C:4]([F:3])[CH:5]=2)[C:10](=[O:14])[N:9]([CH3:15])[CH:8]=1. Yield: 84.3%. Run at time 10 minute. Procedure: Bromine (232 mg, 1.45 mmol, 0.097 mL) in acetic acid (1.0 mL) was added dropwise, quickly to 6-fluoro-2-methylisoquinolin-1-one (283 mg, 1.61 mmol) in acetic acid (7.0 mL) under N2 and cooled in an ice bath. The ice bath was removed and the thick suspension was stirred for 10 min at room temperature. Ice and water and ethyl acetate were added. Extractive work up with ethyl acetate, washing with aqueous 0.5 N NaOH, H2O, saturated aqueous KHSO4 and brine, gave the title compound as a cream solid (... Starting materials: BrBr (Bromine), FC=1C=C2C=CN(C(C2=CC1)=O)C (6-fluoro-2-methylisoquinolin-1-one). Product: BrC1=CN(C(C2=CC=C(C=C12)F)=O)C (4-bromo-6-fluoro-2-methylisoquinolin-1-one). Solvent: C(C)(=O)O (acetic acid), C(C)(=O)O (acetic acid). Reactants: amines, ClCC1=NOC=N1 (3-(chloromethyl)-1,2,4-oxadiazole), NCCC(C)C (1-amino-3-methylbutane), N[C@@H](CC1=CC=C2C=CC=CC2=C1)C(=O)O (Nal). The solvent is C1(=CC=CC=C1)C (toluene). Product: CC(CCNCC1=NOC=N1)C.CC(CCNCC1=NOC=N1)C ((3-Methyl-butyl)-[1,2,4]oxadiazol-3-ylmethyl-amine (3-Methyl-butyl)-[1,2,4] oxadiazol-3-ylmethyl-amine). Reaction SMILES: Cl[CH2:2][C:3]1[N:7]=[CH:6][O:5][N:4]=1.[NH2:8][CH2:9][CH2:10][CH:11]([CH3:13])[CH3:12].[NH2:14][C@H:15](C(O)=O)[CH2:16][C:17]1[CH:26]=C2C(C=CC=C2)=C[CH:18]=1>C1(C)C=CC=CC=1>[CH3:12][CH:11]([CH3:13])[CH2:10][CH2:9][NH:8][CH2:2][C:3]1[N:7]=[CH:6][O:5][N:4]=1.[CH3:18][CH:17]([CH3:26])[CH2:16][CH2:15][NH:14][CH2:2][C:3]1[N:7]=[CH:6][O:5][N:4]=1 |f:4.5|. Procedure: In analogy to the general synthesis of the amines, 3-(chloromethyl)-1,2,4-oxadiazole and 1-amino-3-methylbutane and Nal in toluene gave (3-Methyl-butyl)-[1,2,4]oxadiazol-3-ylmethyl-amine (3-Methyl-butyl)-[1,2,4] oxadiazol-3-ylmethyl-amine, MS: 170 (MH+). The reactants are [BH4-], C1CCOC1, Cl, O=Cc1cc(C(F)(F)F)ccc1I, [Na+], O. Reaction SMILES: [BH4-:14].[CH2:17]1[O:18][CH2:19][CH2:20][CH2:21]1.[ClH:16].[I:1][c:2]1[c:3]([CH:4]=[O:5])[cH:6][c:7]([C:10]([F:11])([F:12])[F:13])[cH:8][cH:9]1.[Na+:15].[OH2:22]>>[I:1][c:2]1[c:3]([CH2:4][OH:5])[cH:6][c:7]([C:10]([F:11])([F:12])[F:13])[cH:8][cH:9]1. Product: OCc1cc(C(F)(F)F)ccc1I. Starting materials: C1(CC1)S(=O)(=O)N (cyclopropanesulfonamide), [H-].[Na+] (sodium hydride), ClC=1C=C2CC(C(NC2=C(C1)C(=O)O)C=1C=C(C=CC1)C1=CC=C(C=C1)N(C)C)(C)C (6-chloro-2-(4′-dimethylamino-biphenyl-3-yl)-3,3-dimethyl-1,2,3,4-tetrahydro-quinoline-8-carboxylic acid), C(=O)(N1C=NC=C1)N1C=NC=C1 (1,1′-carbonyldiimidazole), [H-].[Na+] (sodium hydride), C1(CC1)S(=O)(=O)N (cyclopropanesulfonamide). Run in CN(C=O)C (N,N-dimethylformamide), CN(C=O)C (N,N-dimethylformamide), CN(C=O)C (N,N-dimethylformamide). Run at temperature 25 celsius, time 1 hour. The product is ClC=1C=C2CC(C(NC2=C(C1)C(=O)NS(=O)(=O)C1CC1)C=1C=C(C=CC1)C1=CC=C(C=C1)N(C)C)(C)C (cyclopropanesulfonic acid [6-chloro-2-(4′-dimethylamino-biphenyl-3-yl)-3,3-dimethyl-1,2,3,4-tetrahydro-quinoline-8-carbonyl]-amide). Isolated yield 39.6%. RXN SMILES: [H-].[Na+].[CH:3]1([S:6]([NH2:9])(=[O:8])=[O:7])[CH2:5][CH2:4]1.[Cl:10][C:11]1[CH:12]=[C:13]2[C:18](=[C:19]([C:21](O)=[O:22])[CH:20]=1)[NH:17][CH:16]([C:24]1[CH:25]=[C:26]([C:30]3[CH:35]=[CH:34][C:33]([N:36]([CH3:38])[CH3:37])=[CH:32][CH:31]=3)[CH:27]=[CH:28][CH:29]=1)[C:15]([CH3:40])([CH3:39])[CH2:14]2.C(N1C=CN=C1)(N1C=CN=C1)=O>CN(C)C=O>[Cl:10][C:11]1[CH:12]=[C:13]2[C:18](=[C:19]([C:21]([NH:9][S:6]([CH:3]3[CH2:5][CH2:4]3)(=[O:8])=[O:7])=[O:22])[CH:20]=1)[NH:17][CH:16]([C:24]1[CH:25]=[C:26]([C:30]3[CH:31]=[CH:32][C:33]([N:36]([CH3:38])[CH3:37])=[CH:34][CH:35]=3)[CH:27]=[CH:28][CH:29]=1)[C:15]([CH3:40])([CH3:39])[CH2:14]2 |f:0.1|. Reported procedure: To a suspension of 60% sodium hydride (91 mg, 2.2 mmol) in N,N-dimethylformamide (1.5 mL) was added cyclopropanesulfonamide (280 mg, 2.3 mmol) at room temperature. The resulting mixture was stirred at 25° C. for 1 h. A solution of 6-chloro-2-(4′-dimethylamino-biphenyl-3-yl)-3,3-dimethyl-1,2,3,4-tetrahydro-quinoline-8-carboxylic acid (100 mg, 0.23 mmol) and 1,1′-carbonyldiimidazole (94 mg, 0.58 mmol) in N,N-dimethylformamide (2.0 mL) was stirred at 70° C. After stirring at 70° C. for 1 h, the abo... The reactants are O=C([C@H](O)[C@@H](O)[C@H](O)[C@H](O)C(=O)O)O (glucaric acid), [Na][Na] (disodium), O=C[C@H](O)[C@@H](O)[C@H](O)[C@H](O)CO (D-Glucose). Yields the product O=C([C@H](O)[C@@H](O)[C@H](O)[C@H](O)C(=O)[O-])[O-].[Na+].[Na+] (disodium D-glucarate). The yield is 97.9%. Reaction SMILES: [O:1]=[C:2]([OH:14])[C@@H:3]([C@H:5]([C@@H:7]([C@@H:9]([C:11]([OH:13])=[O:12])[OH:10])[OH:8])[OH:6])[OH:4].[Na:15][Na].O=C[C@@H]([C@H]([C@@H]([C@@H](CO)O)O)O)O>>[O:1]=[C:2]([O-:14])[C@@H:3]([C@H:5]([C@@H:7]([C@@H:9]([C:11]([O-:13])=[O:12])[OH:10])[OH:8])[OH:6])[OH:4].[Na+:15].[Na+:15] |f:3.4.5|. Reported procedure: Isolation of glucaric acid as its disodium salt.5 D-Glucose (162.5 g, 0.75 mol) was oxidized using the LabMax reactor as described. Following the completion of the reaction, the reaction solution was concentrated to a white foam in vacuo (10-15 mbar) using a rotary evaporator and water bath at 50° C. The concentrate of organic product(s) and residual nitric acid was diluted with deionized water (150 mL), titrated with sodium hydroxide solution (5 M) to an approximate pH of 9.5, and then diluted ... Reactants: [OH-].[Na+] (sodium hydroxide), OC1=CC=C(C=C1)CCC(O)(C)C (4-hydroxy-α,α-dimethylbenzenepropanol), BrCCO (2-Bromoethanol), [I-].[Na+] (sodium iodide). Run in O (water), O (water), O (water). Yields the product OCCOC1=CC=C(C=C1)CCC(O)(C)C (4-(2-Hydroxyethoxy)-α,α-dimethylbenzenepropanol). Isolated yield 114.1%. RXN SMILES: [OH:1][C:2]1[CH:7]=[CH:6][C:5]([CH2:8][CH2:9][C:10]([CH3:13])([CH3:12])[OH:11])=[CH:4][CH:3]=1.[OH-].[Na+].Br[CH2:17][CH2:18][OH:19].[I-].[Na+]>O>[OH:19][CH2:18][CH2:17][O:1][C:2]1[CH:3]=[CH:4][C:5]([CH2:8][CH2:9][C:10]([CH3:13])([CH3:12])[OH:11])=[CH:6][CH:7]=1 |f:1.2,4.5|. Reported procedure: To a suspension of 4-hydroxy-α,α-dimethylbenzenepropanol (15 g, 0.083 m) in water, was added a solution of sodium hydroxide (5 g, 0.125 m) in water (50 ml). 2-Bromoethanol (11.4 g, 0.091 m) and sodium iodide (6.3 g) were successively added and the solution stirred and heated under reflux for 3 hours. The reaction mixture was then diluted with more water and extracted with ethyl acetate. Evaporation of the ethyl acetate gave a cream solid (21.3 g).